From a dataset of the Open Reaction Database (ORD), a public repository of structured organic reaction records. describe an organic reaction: reactants, conditions, products, and yield Reactants: CCOCC (Et2O), CC(C)(C)CN(C([O-])=O)CCN1N=CC(=C1)C=1C=C2[C@@H](C[C@@H](N(C2=CC1)C(C)=O)C)NC1=NC=CC(=C1)C (1,1-dimethylethyl[2-(4-{(2S,4R)-1-acetyl-2-methyl-4-[(4-methyl-2-pyridinyl)amino]-1,2,3,4-tetrahydro-6-quinolinyl}-1H-pyrazol-1-yl)ethyl]methylcarbamate), Cl (HCl), intermediate 71, FC(C(=O)O)(F)F (trifluoroacetic acid). The solvent is ClCCl (DCM), ClCCl (dichloromethane). Reaction conditions: time 1.5 hour. Yields the product Cl.C(C)(=O)N1[C@H](C[C@H](C2=CC(=CC=C12)C=1C=NN(C1)CCNC)NC1=NC=CC(=C1)C)C ((2S,4R)-1-acetyl-2-methyl-6-{1-[2-(methylamino)ethyl]-1H-pyrazol-4-yl}-N-(4-methyl-2-pyridinyl)-1,2,3,4-tetrahydro-4-quinolinamine hydrochloride). The yield is 46.1%. Reaction SMILES: CC([CH2:5][N:6]([CH2:10][CH2:11][N:12]1[CH:16]=[C:15]([C:17]2[CH:18]=[C:19]3[C:24](=[CH:25][CH:26]=2)[N:23]([C:27](=[O:29])[CH3:28])[C@@H:22]([CH3:30])[CH2:21][C@H:20]3[NH:31][C:32]2[CH:37]=[C:36]([CH3:38])[CH:35]=[CH:34][N:33]=2)[CH:14]=[N:13]1)C(=O)[O-])(C)C.FC(F)(F)C(O)=O.[ClH:46].CCOCC>ClCCl>[ClH:46].[C:27]([N:23]1[C:24]2[C:19](=[CH:18][C:17]([C:15]3[CH:14]=[N:13][N:12]([CH2:11][CH2:10][NH:6][CH3:5])[CH:16]=3)=[CH:26][CH:25]=2)[C@H:20]([NH:31][C:32]2[CH:37]=[C:36]([CH3:38])[CH:35]=[CH:34][N:33]=2)[CH2:21][C@@H:22]1[CH3:30])(=[O:29])[CH3:28] |f:5.6|. Reported procedure: A solution of 1,1-dimethylethyl[2-(4-{(2S,4R)-1-acetyl-2-methyl-4-[(4-methyl-2-pyridinyl)amino]-1,2,3,4-tetrahydro-6-quinolinyl}-1H-pyrazol-1-yl)ethyl]methylcarbamate (for a preparation see intermediate 71) (192.2 mg, 0.371 mmol) in dichloromethane (DCM) (4 mL) was treated with trifluoroacetic acid (TFA) (1 mL, 12.98 mmol) and the resulting mixture was stirred at room temperature for 1.5 h then concentrated in vacuo. The residue was loaded on a 5 g SCX cartridge then eluted with MeOH (20 mL) fol... The reactants are compound, NC1=CC=C(C=C1)C=1C=C2CN(C(C2=CC1)=O)[C@H](C(=O)OC)C(C)C ((S)-Methyl 2-(5-(4-aminophenyl)-1-oxoisoindolin-2-yl)-3-methylbutanoate), COC1=CC=C(C(=O)Br)C=C1 (4-methoxy benzoyl bromide), compound, compound. Product: COC1=CC=C(C(=O)NC2=CC=C(C=C2)C=2C=C3CN(C(C3=CC2)=O)[C@H](C(=O)OC)C(C)C)C=C1 ((S)-Methyl 2-(5-(4-(4-methoxybenzamido)phenyl)-1-oxoisoindolin-2-yl)-3-methylbutanoate). Reaction SMILES: [NH2:1][C:2]1[CH:7]=[CH:6][C:5]([C:8]2[CH:9]=[C:10]3[C:14](=[CH:15][CH:16]=2)[C:13](=[O:17])[N:12]([C@@H:18]([CH:23]([CH3:25])[CH3:24])[C:19]([O:21][CH3:22])=[O:20])[CH2:11]3)=[CH:4][CH:3]=1.[CH3:26][O:27][C:28]1[CH:36]=[CH:35][C:31]([C:32](Br)=[O:33])=[CH:30][CH:29]=1>>[CH3:26][O:27][C:28]1[CH:36]=[CH:35][C:31]([C:32]([NH:1][C:2]2[CH:7]=[CH:6][C:5]([C:8]3[CH:9]=[C:10]4[C:14](=[CH:15][CH:16]=3)[C:13](=[O:17])[N:12]([C@@H:18]([CH:23]([CH3:25])[CH3:24])[C:19]([O:21][CH3:22])=[O:20])[CH2:11]4)=[CH:4][CH:3]=2)=[O:33])=[CH:30][CH:29]=1. Procedure details: The compound of example 310 was prepared analogous to compound of example 304 by reaction of compound of example 223 with 4-methoxy benzoyl bromide. The compound of example 310 was used directly without isolation, for the preparation of compound of example 311. Product: C(#N)C=1C=C2C=CN(C2=CC1)CCC(=O)OCC (Ethyl 3-(5-cyano-1H-indol-1-yl)propanoate). The solvent is CN(C)C=O (DMF). Reactants: C(C)OCC (diethyl ether), N1C=CC2=CC(=CC=C12)C#N (1H-indole-5-carbonitrile), BrCCC(=O)OCC (ethyl 3-bromopropanoate), C([O-])([O-])=O.[Cs+].[Cs+] (cesium carbonate). Run at temperature 80 celsius. Procedure: A mixture of 1H-indole-5-carbonitrile (1.42 g, 10 mmol), ethyl 3-bromopropanoate (1.92 ml, 15 mmol) and cesium carbonate (6.5 g, 20 mmol) in DMF (50 ml) was heated at 80° C. for 4 hours. Cooled the solution, added diethyl ether (300 ml) and washed with water (3×300 ml). Dried over MgSO4 and evaporated off the solvent to yield 2.4 g of pale orange oil. This crude product was used in the next stage (preparation of D52). Yield: 99.1%. Reaction SMILES: [NH:1]1[C:9]2[C:4](=[CH:5][C:6]([C:10]#[N:11])=[CH:7][CH:8]=2)[CH:3]=[CH:2]1.Br[CH2:13][CH2:14][C:15]([O:17][CH2:18][CH3:19])=[O:16].C(=O)([O-])[O-].[Cs+].[Cs+].C(OCC)C>CN(C=O)C>[C:10]([C:6]1[CH:5]=[C:4]2[C:9](=[CH:8][CH:7]=1)[N:1]([CH2:13][CH2:14][C:15]([O:17][CH2:18][CH3:19])=[O:16])[CH:2]=[CH:3]2)#[N:11] |f:2.3.4|. The reactants are CC(Oc1ccc(Br)cc1C#N)C(F)(F)F, O=C=O, C1CCOC1, [Li]CCCC, CCCCCC, Cc1ccccc1, [Na+], [OH-]. Yields the product CC(Oc1ccc(C(=O)O)cc1C#N)C(F)(F)F. RXN SMILES: [Br:1][c:2]1[cH:3][cH:4][c:5]([O:10][CH:11]([C:12]([F:13])([F:14])[F:15])[CH3:16])[c:6]([C:7]#[N:8])[cH:9]1.[C:22](=[O:23])=[O:24].[CH2:40]1[O:41][CH2:42][CH2:43][CH2:44]1.[CH3:17][CH2:18][CH2:19][CH2:20][Li:21].[CH3:27][CH2:28][CH2:29][CH2:30][CH2:31][CH3:32].[CH3:33][c:34]1[cH:35][cH:36][cH:37][cH:38][cH:39]1.[Na+:26].[OH-:25]>>[c:2]1([C:22](=[O:23])[OH:24])[cH:3][cH:4][c:5]([O:10][CH:11]([C:12]([F:13])([F:14])[F:15])[CH3:16])[c:6]([C:7]#[N:8])[cH:9]1. The reactants are ClC1=CC(=C(C=C1)C1=CC(=CC=C1)COC1=CC(=C(CO)C=C1)F)C (4-[(4′-chloro-2′-methylbiphenyl-3-yl)methoxy]-2-fluorobenzyl alcohol). The reagents and catalysts are [O-2].[O-2].[Mn+4] (manganese dioxide). Solvent: C1CCOC1 (THF). Conditions: temperature 40 celsius, time 17 hour. Product: ClC1=CC(=C(C=C1)C1=CC(=CC=C1)COC1=CC(=C(C=O)C=C1)F)C (4-[(4′-chloro-2′-methylbiphenyl-3-yl)methoxy]-2-fluorobenzaldehyde). Reaction SMILES: [Cl:1][C:2]1[CH:7]=[CH:6][C:5]([C:8]2[CH:13]=[CH:12][CH:11]=[C:10]([CH2:14][O:15][C:16]3[CH:23]=[CH:22][C:19]([CH2:20][OH:21])=[C:18]([F:24])[CH:17]=3)[CH:9]=2)=[C:4]([CH3:25])[CH:3]=1>[O-2].[O-2].[Mn+4].C1COCC1>[Cl:1][C:2]1[CH:7]=[CH:6][C:5]([C:8]2[CH:13]=[CH:12][CH:11]=[C:10]([CH2:14][O:15][C:16]3[CH:23]=[CH:22][C:19]([CH:20]=[O:21])=[C:18]([F:24])[CH:17]=3)[CH:9]=2)=[C:4]([CH3:25])[CH:3]=1 |f:1.2.3|. Reported procedure: In an atmosphere of nitrogen, a THF solution of methyl 4-[(4′-chloro-2′-methylbiphenyl-3-yl)methoxy]-2-fluorobenzoate was dropwise added to a THF suspension of lithium aluminum hydride under cooling on an ice-methanol bath, followed by stirring at room temperature for 1 hour to obtain 4-[(4′-chloro-2′-methylbiphenyl-3-yl)methoxy]-2-fluorobenzyl alcohol. By adding manganese dioxide to a THF solution of the resulting 4-[(4′-chloro-2′-methylbiphenyl-3-yl)methoxy]-2-fluorobenzyl alcohol and stirring... Reactants: [Si](C1=CC=CC=C1)(C1=CC=CC=C1)(C(C)(C)C)OC[C@@H]1N(C(CC1)=O)C(=O)OC(C)(C)C ((R)-tert-butyl 2-(((tert-butyldiphenylsilyl)oxy)methyl)-5-oxopyrrolidine-1-carboxylate), [Li+].C[Si](C)(C)[N-][Si](C)(C)C (LiHMDS), IC[Sn](C)(C)C ((iodomethyl)trimethylstannane), [NH4+].[Cl-] (NH4Cl). Run in C1CCOC1 (THF), CCOC(=O)C (EtOAc), C1CCOC1 (THF). Conditions: time 1 hour. The product is [Si](C1=CC=CC=C1)(C1=CC=CC=C1)(C(C)(C)C)OC[C@H]1CC(C(N1C(=O)OC(C)(C)C)=O)C[Sn](C)(C)C ((5R)-tert-butyl 5-(((tert-butyldiphenylsilyl)oxy)methyl)-2-oxo-3-((trimethylstannyl)methyl)pyrrolidine-1-carboxylate), mixture. Reaction SMILES: [Si:1]([O:18][CH2:19][C@H:20]1[CH2:24][CH2:23][C:22](=[O:25])[N:21]1[C:26]([O:28][C:29]([CH3:32])([CH3:31])[CH3:30])=[O:27])([C:14]([CH3:17])([CH3:16])[CH3:15])([C:8]1[CH:13]=[CH:12][CH:11]=[CH:10][CH:9]=1)[C:2]1[CH:7]=[CH:6][CH:5]=[CH:4][CH:3]=1.[Li+].C[Si]([N-][Si](C)(C)C)(C)C.I[CH2:44][Sn:45]([CH3:48])([CH3:47])[CH3:46].[NH4+].[Cl-]>C1COCC1.CCOC(C)=O>[Si:1]([O:18][CH2:19][C@@H:20]1[N:21]([C:26]([O:28][C:29]([CH3:32])([CH3:31])[CH3:30])=[O:27])[C:22](=[O:25])[CH:23]([CH2:44][Sn:45]([CH3:48])([CH3:47])[CH3:46])[CH2:24]1)([C:14]([CH3:15])([CH3:16])[CH3:17])([C:2]1[CH:7]=[CH:6][CH:5]=[CH:4][CH:3]=1)[C:8]1[CH:13]=[CH:12][CH:11]=[CH:10][CH:9]=1 |f:1.2,4.5|. Procedure details: To a solution of (R)-tert-butyl 2-(((tert-butyldiphenylsilyl)oxy)methyl)-5-oxopyrrolidine-1-carboxylate (D29) (6 g, 13.23 mmol) in THF (80 ml) cooled at −70° C., LiHMDS 1M solution in THF (17.2 ml) was added dropwise over a period of minutes. The reaction was kept at −78° C. for 1 h before adding (iodomethyl)trimethylstannane (6.04 g, 19.84 mmol) over a period of 5 minutes. The mixture was allowed to warm at −35 and stirred at this temperature for 2 hrs. NH4Cl sat. sol (15 ml) was added and the ... Reactants: ClC1=CC(=C(C=C1)C1=CC=NC(=C1C=O)C)F (4-(4-chloro-2-fluorophenyl)-2-methylnicotinaldehyde), [BH4-].[Na+] (NaBH4). The solvent is CO (MeOH). Reaction conditions: time 3 hour. The product is ClC1=CC(=C(C=C1)C1=C(C(=NC=C1)C)CO)F ((4-(4-chloro-2-fluorophenyl)-2-methylpyridin-3-yl)methanol). Isolated yield 248.3%. Reaction SMILES: [Cl:1][C:2]1[CH:7]=[CH:6][C:5]([C:8]2[C:13]([CH:14]=[O:15])=[C:12]([CH3:16])[N:11]=[CH:10][CH:9]=2)=[C:4]([F:17])[CH:3]=1.[BH4-].[Na+]>CO>[Cl:1][C:2]1[CH:7]=[CH:6][C:5]([C:8]2[CH:9]=[CH:10][N:11]=[C:12]([CH3:16])[C:13]=2[CH2:14][OH:15])=[C:4]([F:17])[CH:3]=1 |f:1.2|. Reported procedure: To a solution of 4-(4-chloro-2-fluorophenyl)-2-methylnicotinaldehyde (60 mg, 0.240 mmol) in MeOH (2 mL) at 0° C., was added NaBH4 (27.3 mg, 0.721 mmol) and the solution stirred for 3 h at RT. The mixture was concentrated and diluted with EtOAc (15 mL) and water (10 mL). The organic layers were dried over Na2SO4, filtered and concentrated under reduced pressure to afford (4-(4-chloro-2-fluorophenyl)-2-methylpyridin-3-yl)methanol (0.15 g, 0.596 mmol, 89% yield) as a brown solid. LCMS (ESI) m/e 252... Reactants: [Al+3], CCOC(C)=O, CC(=O)Cl, CC(C)c1cc2ccccn2n1, [Cl-], [Cl-], [Cl-], ClCCl, [Na+], O=C([O-])O. Product: CC(=O)c1c(C(C)C)nn2ccccc12. RXN SMILES: [Al+3:2].[CH3:29][CH2:30][O:31][C:32]([CH3:33])=[O:34].[CH3:5][C:6]([Cl:7])=[O:8].[CH:9]([CH3:10])([CH3:11])[c:12]1[n:13][n:14]2[c:15]([cH:16][cH:17][cH:18][cH:19]2)[cH:20]1.[Cl-:1].[Cl-:3].[Cl-:4].[Cl:26][CH2:27][Cl:28].[Na+:25].[O-:21][C:22]([OH:23])=[O:24]>>[CH3:5][C:6](=[O:8])[c:20]1[c:12]([CH:9]([CH3:10])[CH3:11])[n:13][n:14]2[c:15]1[cH:16][cH:17][cH:18][cH:19]2.